This data is from the Open Reaction Database (ORD), a public repository of structured organic reaction records. The task is: describe an organic reaction: reactants, conditions, products, and yield Reactants: CS(N)(=O)=O, Cl, CCCCCCCCCCCCCCCCNc1ccc(C(=O)Cl)cc1F, c1ccncc1. The product is CCCCCCCCCCCCCCCCNc1ccc(C(=O)NS(C)(=O)=O)cc1F. Reaction SMILES: [CH3:29][S:30](=[O:31])(=[O:32])[NH2:33].[ClH:1].[F:2][c:3]1[cH:4][c:5]([C:6](=[O:7])[Cl:8])[cH:9][cH:10][c:11]1[NH:12][CH2:13][CH2:14][CH2:15][CH2:16][CH2:17][CH2:18][CH2:19][CH2:20][CH2:21][CH2:22][CH2:23][CH2:24][CH2:25][CH2:26][CH2:27][CH3:28].[cH:34]1[cH:35][cH:36][n:37][cH:38][cH:39]1>>[F:2][c:3]1[cH:4][c:5]([C:6](=[O:7])[NH:33][S:30]([CH3:29])(=[O:31])=[O:32])[cH:9][cH:10][c:11]1[NH:12][CH2:13][CH2:14][CH2:15][CH2:16][CH2:17][CH2:18][CH2:19][CH2:20][CH2:21][CH2:22][CH2:23][CH2:24][CH2:25][CH2:26][CH2:27][CH3:28].